Dataset: the Open Reaction Database (ORD), a public repository of structured organic reaction records. Task: describe an organic reaction: reactants, conditions, products, and yield Starting materials: C(#N)C1=CC=C(CC(CCCCC(=O)OCC)CO)C=C1 (Ethyl 6-(4-cyanobenzyl)-7-hydroxyheptanoate), [Cr](=O)(=O)([O-])Cl.[NH+]1=CC=CC=C1 (pyridinium chlorochromate). The solvent is ClCCl (dichloromethane). Run at time 12 hour. Yields the product C(#N)C1=CC=C(CC(CCCCC(=O)OCC)C=O)C=C1 (Ethyl 6-(4-cyanobenzyl)-7-oxoheptanoate). The yield is 89.5%. As a reaction SMILES: [C:1]([C:3]1[CH:21]=[CH:20][C:6]([CH2:7][CH:8]([CH2:18][OH:19])[CH2:9][CH2:10][CH2:11][CH2:12][C:13]([O:15][CH2:16][CH3:17])=[O:14])=[CH:5][CH:4]=1)#[N:2].[Cr](Cl)([O-])(=O)=O.[NH+]1C=CC=CC=1>ClCCl>[C:1]([C:3]1[CH:4]=[CH:5][C:6]([CH2:7][CH:8]([CH:18]=[O:19])[CH2:9][CH2:10][CH2:11][CH2:12][C:13]([O:15][CH2:16][CH3:17])=[O:14])=[CH:20][CH:21]=1)#[N:2] |f:1.2|. Procedure: A solution of 4.6 g (15.90 mmol) of ethyl 6-(4-cyanobenzyl)-7-hydroxyheptanoate from Example 110A in 250 ml of dichloromethane is mixed with 4.11 g (19.08 mmol) of pyridinium chlorochromate (PCC) and stirred at room temperature for 12 hours. After conversion is complete, 10 g of silica gel are added, and the solvent is cautiously concentrated to dryness in vacuo. The resulting residue is purified by flash chromatography on silica gel (mobile phase: cyclohexane/ethyl acetate 1:1). 4.09 g (14.23 m... The reactants are C(C)OC(C1=CC=C(C=C1)NCC1=CC=C(C=C1)Cl)=O (ethyl-4-(4-chlorobenzylamino)-benzoate), C(=O)O (formic acid), C=O (formaldehyde). The solvent is O (water). Reaction conditions: temperature 100 celsius. Product: C(C)OC(=O)C1=CC=C(C=C1)N(CC1=CC=C(C=C1)Cl)C (N-(4-ethoxycarbonylphenyl)-N-(4-chlorobenzyl)-methylamine). Yield: 80.0%. RXN SMILES: [CH2:1]([O:3][C:4](=[O:20])[C:5]1[CH:10]=[CH:9][C:8]([NH:11][CH2:12][C:13]2[CH:18]=[CH:17][C:16]([Cl:19])=[CH:15][CH:14]=2)=[CH:7][CH:6]=1)[CH3:2].[CH:21](O)=O.C=O>O>[CH2:1]([O:3][C:4]([C:5]1[CH:6]=[CH:7][C:8]([N:11]([CH3:21])[CH2:12][C:13]2[CH:14]=[CH:15][C:16]([Cl:19])=[CH:17][CH:18]=2)=[CH:9][CH:10]=1)=[O:20])[CH3:2]. Reported procedure: To ethyl-4-(4-chlorobenzylamino)-benzoate (5.8 g; 0.02 mole) was added 80% formic acid (30 ml) and 40% formaldehyde solution (10 ml) and the mixture was heated at 100° C. for 6 hours. The reaction mixture was cooled to room temperature, water (60 ml) added and the product filtered, dried under vacuum at 60° C. and was crystallised from ethanol to give N-(4-ethoxycarbonylphenyl)-N-(4-chlorobenzyl)-methylamine (4.86 g; 80%). M.p. 106°-7° C. The reactants are COc1cc(F)c(Cl)cc1[N+](=O)[O-], CS(C)=O, [K+], [K+], C1CCN(C2CCNCC2)CC1, O=C([O-])[O-], O. The product is COc1cc(N2CCC(N3CCCCC3)CC2)c(Cl)cc1[N+](=O)[O-]. As a reaction SMILES: [CH3:1][O:2][c:3]1[c:4]([N+:11](=[O:12])[O-:13])[cH:5][c:6]([Cl:10])[c:7]([F:9])[cH:8]1.[CH3:33][S:34]([CH3:35])=[O:36].[K+:14].[K+:15].[N:20]1([CH:26]2[CH2:27][CH2:28][NH:29][CH2:30][CH2:31]2)[CH2:21][CH2:22][CH2:23][CH2:24][CH2:25]1.[O-:16][C:17]([O-:18])=[O:19].[OH2:32]>>[CH3:1][O:2][c:3]1[c:4]([N+:11](=[O:12])[O-:13])[cH:5][c:6]([Cl:10])[c:7]([N:29]2[CH2:28][CH2:27][CH:26]([N:20]3[CH2:21][CH2:22][CH2:23][CH2:24][CH2:25]3)[CH2:31][CH2:30]2)[cH:8]1. Reactants: Cl(=O)(=O)(=O)O (perchloric acid), C(=C)C(=O)CC (ethyl vinyl ketone), C(C1=CC=CC=C1)[C@H]1C(N([C@H](N1)C=1OC(=CC1)C)C)=O ((2S, 5S)-5-benzyl-3-methyl-2-(5-methyl-furan-2-yl)-imidazolidin-4-one), C(C1=CC=CC=C1)OC(NC=CC=C)=O (buta-1,3-dienyl-carbamic acid benzyl ester). The solvent is C(C)O (ethanol), CCOCC (ether). Conditions: temperature -30 celsius, time 3.5 day. Yields the product C(CC)(=O)[C@@H]1CCC=C[C@@H]1NC(OCC1=CC=CC=C1)=O (Benzyl (1S, 6R)-6-propionylcyclohex-2-en-1-ylcarbamate). Yield: 91.0%. Reaction SMILES: Cl(O)(=O)(=O)=O.[CH:6]([C:8]([CH2:10][CH3:11])=[O:9])=[CH2:7].C([C@@H]1N[C@H](C2OC(C)=CC=2)N(C)C1=O)C1C=CC=CC=1.[CH2:32]([O:39][C:40](=[O:46])[NH:41][CH:42]=[CH:43][CH:44]=[CH2:45])[C:33]1[CH:38]=[CH:37][CH:36]=[CH:35][CH:34]=1>C(O)C.CCOCC>[C:8]([C@H:10]1[C@@H:42]([NH:41][C:40](=[O:46])[O:39][CH2:32][C:33]2[CH:38]=[CH:37][CH:36]=[CH:35][CH:34]=2)[CH:43]=[CH:44][CH2:45][CH2:11]1)(=[O:9])[CH2:6][CH3:7]. Reported procedure: Concentrated (70% aqueous) perchloric acid (431 μL, 5.0 mmol) was added slowly to a stirring solution of ethyl vinyl ketone (2.49 mL, 25.0 mmol) and (2S, 5S)-5-benzyl-3-methyl-2-(5-methyl-furan-2-yl)-imidazolidin-4-one (1.35 g, 5.0 mmol) pre-chilled to −30° C. Then, buta-1,3-dienyl-carbamic acid benzyl ester (4.47g, 31.3 mmol) was added dropwise over 15 minutes as a solution in 12.5 mL of absolute ethanol. After stirring for 3.5 days, the reaction was diluted with ether (150 mL), washed successi... Isolated yield 70.8%. The reactants are ice, Cl (hydrochloric acid), BrC=1C=CC2=C(C=CS2)C1 (5-bromobenzothiophene), C1(=CC=CC=C1)CC(=O)Cl (phenylacetyl chloride), [Cl-].[Al+3].[Cl-].[Cl-] (aluminum chloride). Solvent: ClCCl (dichloromethane). Conditions: time 2 hour. Procedure details: To a solution of 5-bromobenzothiophene (1 g) and phenylacetyl chloride (1.1 g) in dichloromethane (50 mL) was added aluminum chloride (1.9 g) at 0° C. and the mixture was stirred at the same temperature for 2 hours. The reaction mixture was poured into an ice-cooled hydrochloric acid aqueous solution (2 mol/L) and the mixture was extracted with diethyl ether. The organic layer washed with water and brine and dried over anhydrous magnesium sulfate, and the solvent was removed under reduced pressu... Product: BrC1=CC2=C(SC=C2C(CC2=CC=CC=C2)=O)C=C1 (1-(5-Bromobenzo[b]thiophen-3-yl)-2-phenylethanone). Reaction SMILES: [Br:1][C:2]1[CH:3]=[CH:4][C:5]2[S:9][CH:8]=[CH:7][C:6]=2[CH:10]=1.[C:11]1([CH2:17][C:18](Cl)=[O:19])[CH:16]=[CH:15][CH:14]=[CH:13][CH:12]=1.[Cl-].[Al+3].[Cl-].[Cl-].Cl>ClCCl>[Br:1][C:2]1[CH:3]=[CH:4][C:5]2[S:9][CH:8]=[C:7]([C:18](=[O:19])[CH2:17][C:11]3[CH:16]=[CH:15][CH:14]=[CH:13][CH:12]=3)[C:6]=2[CH:10]=1 |f:2.3.4.5|. Solvent: C1CCOC1 (THF), C1CCOC1 (THF), O (water), O (water), C1CCOC1 (THF). The yield is 81.1%. Conditions: temperature 50 celsius. RXN SMILES: [H-].[Al+3].[Li+].[H-].[H-].[H-].[Cl-].[Mg+2].[Cl-].[CH2:10]([N:17]1[CH2:22][CH:21]=[C:20]([C:23]2[CH:28]=[CH:27][C:26]([F:29])=[CH:25][CH:24]=2)[CH:19]([CH2:30][OH:31])[CH2:18]1)[C:11]1[CH:16]=[CH:15][CH:14]=[CH:13][CH:12]=1.[OH-].[Na+]>C1COCC1.O>[CH2:10]([N:17]1[CH2:22][CH2:21][C@@H:20]([C:23]2[CH:24]=[CH:25][C:26]([F:29])=[CH:27][CH:28]=2)[C@H:19]([CH2:30][OH:31])[CH2:18]1)[C:11]1[CH:12]=[CH:13][CH:14]=[CH:15][CH:16]=1 |f:0.1.2.3.4.5,6.7.8,10.11|. The product is C(C1=CC=CC=C1)N1C[C@H]([C@@H](CC1)C1=CC=C(C=C1)F)CO ((−)-trans-1-benzyl-3-hydroxymethyl-4-(4-fluorophenyl)piperidine). Procedure: Lithium aluminium hydride in THF (2.0 ml of a 1M solution) was carefully added to substantially anhydrous magnesium chloride (0.19 g, 1.5% H2O) under nitrogen. The mixture was stirred and heated to 50° C. and then a solution of (+)-1-benzyl-3-hydroxymethyl-4-(4-fluorophenyl)-1,2,3,6-tetrahydropyridine (0.60 g, preparation given in WO96136636) in THF (1.7 ml) was added dropwise over approximately 2 minutes. The reaction mixture was stirred and boiled under reflux for 4.2 hours. The mixture was co... Starting materials: [H-].[Al+3].[Li+].[H-].[H-].[H-] (Lithium aluminium hydride), solution, [Cl-].[Mg+2].[Cl-] (magnesium chloride), [OH-].[Na+] (sodium hydroxide), C(C1=CC=CC=C1)N1CC(C(=CC1)C1=CC=C(C=C1)F)CO ((+)-1-benzyl-3-hydroxymethyl-4-(4-fluorophenyl)-1,2,3,6-tetrahydropyridine).